Dataset: the Open Reaction Database (ORD), a public repository of structured organic reaction records. Task: describe an organic reaction: reactants, conditions, products, and yield The product is CCOC(=O)C(=O)C1CC(C)(C)C=C(OC)C1=O. Starting materials: CCOC(=O)C(=O)OCC, CCOCC, COC1=CC(C)(C)CCC1=O, C[Si](C)(C)[N-][Si](C)(C)C, [Li+], C1CCOC1. As a reaction SMILES: [C:12]([C:13](=[O:14])[O:15][CH2:16][CH3:17])(=[O:18])[O:19][CH2:20][CH3:21].[CH2:32]([O:33][CH2:34][CH3:35])[CH3:36].[CH3:1][O:2][C:3]1=[CH:8][C:7]([CH3:9])([CH3:10])[CH2:6][CH2:5][C:4]1=[O:11].[CH3:22][Si:23]([N-:24][Si:25]([CH3:26])([CH3:27])[CH3:28])([CH3:29])[CH3:30].[Li+:31].[O:37]1[CH2:38][CH2:39][CH2:40][CH2:41]1>>[CH3:1][O:2][C:3]1=[CH:8][C:7]([CH3:9])([CH3:10])[CH2:6][CH:5]([C:12]([C:13](=[O:14])[O:15][CH2:16][CH3:17])=[O:18])[C:4]1=[O:11]. The reactants are Cc1ccc(S(=O)(=O)N2CCOc3ccc(NS(C)(=O)=O)cc3OCC2)cc1, CCOC(C)=O, CO, [Cl-], N, [NH4+], [Na]. Product: Cl, CS(=O)(=O)Nc1ccc2c(c1)OCCNCCO2. Reaction SMILES: [CH3:2][c:3]1[cH:4][cH:5][c:6]([S:7](=[O:8])(=[O:9])[N:12]2[CH2:13][CH2:14][O:15][c:16]3[c:17]([cH:21][cH:22][c:23]([NH:25][S:26](=[O:27])(=[O:28])[CH3:29])[cH:24]3)[O:18][CH2:19][CH2:20]2)[cH:10][cH:11]1.[CH3:33][CH2:34][O:35][C:36](=[O:37])[CH3:38].[CH3:39][OH:40].[Cl-:31].[NH3:1].[NH4+:32].[Na:30]>>[ClH:31].[NH:12]1[CH2:13][CH2:14][O:15][c:16]2[c:17]([cH:21][cH:22][c:23]([NH:25][S:26](=[O:27])(=[O:28])[CH3:29])[cH:24]2)[O:18][CH2:19][CH2:20]1. Starting materials: BrC1=CC(=C(N)C=C1C)F (4-bromo-2-fluoro-5-methylaniline), N1=CC=CC=C1 (pyridine), CS(=O)(=O)Cl (methanesulfonyl chloride). The solvent is C(Cl)Cl (CH2Cl2). Conditions: time 2 hour. Yields the product BrC1=CC(=C(C=C1C)NS(=O)(=O)C)F (N-(4-bromo-2-fluoro-5-methylphenyl)methanesulfonamide). Yield: 99.2%. As a reaction SMILES: [Br:1][C:2]1[C:8]([CH3:9])=[CH:7][C:5]([NH2:6])=[C:4]([F:10])[CH:3]=1.N1C=CC=CC=1.[CH3:17][S:18](Cl)(=[O:20])=[O:19]>C(Cl)Cl>[Br:1][C:2]1[C:8]([CH3:9])=[CH:7][C:5]([NH:6][S:18]([CH3:17])(=[O:20])=[O:19])=[C:4]([F:10])[CH:3]=1. Procedure details: To a solution of 4-bromo-2-fluoro-5-methylaniline (2.04 g, 10.0 mmol) in anhydrous CH2Cl2 (20 ml) and pyridine (3.23 ml, 40.0 mmol) was added methanesulfonyl chloride (0.86 ml, 11.0 mmol) and the resulting mixture was stirred at room temperature for 2 h. Solvent was removed in vacuo, and the residue was partitioned between EtOAc and 1M aq. HCl. The organic layer was washed with saturated aqueous NaHCO3, brine and then dried over Na2SO4. The drying agent was filtered off, and the filtrate was con... Reactants: O=C1CCCO1, [Cl-], [Cl-], Nc1cccc2cccnc12, [Zn+2]. Product: O=C1CCCN1c1cccc2cccnc12. Reaction SMILES: [C:1]1(=[O:6])[CH2:2][CH2:3][CH2:4][O:5]1.[Cl-:18].[Cl-:20].[NH2:7][c:8]1[cH:9][cH:10][cH:11][c:12]2[cH:13][cH:14][cH:15][n:16][c:17]12.[Zn+2:19]>>[C:1]1(=[O:6])[CH2:2][CH2:3][CH2:4][N:7]1[c:8]1[cH:9][cH:10][cH:11][c:12]2[cH:13][cH:14][cH:15][n:16][c:17]12. The reactants are c1ccc2c(c1)CCNC2, Cn1nc(-c2cccc(OCC3CO3)c2)c2sccc21, CCO. Yields the product Cn1nc(-c2cccc(OCC(O)CN3CCc4ccccc4C3)c2)c2sccc21. As a reaction SMILES: [CH2:1]1[NH:2][CH2:3][CH2:4][c:5]2[cH:6][cH:7][cH:8][cH:9][c:10]21.[CH3:11][n:12]1[n:13][c:14](-[c:20]2[cH:21][c:22]([O:26][CH2:27][CH:28]3[O:29][CH2:30]3)[cH:23][cH:24][cH:25]2)[c:15]2[c:16]1[cH:17][cH:18][s:19]2.[CH3:31][CH2:32][OH:33]>>[CH2:1]1[N:2]([CH2:30][CH:28]([CH2:27][O:26][c:22]2[cH:21][c:20](-[c:14]3[n:13][n:12]([CH3:11])[c:16]4[c:15]3[s:19][cH:18][cH:17]4)[cH:25][cH:24][cH:23]2)[OH:29])[CH2:3][CH2:4][c:5]2[cH:6][cH:7][cH:8][cH:9][c:10]21. Product: COC(=O)C(Cl)C(=O)c1ccc(OC)cc1. The reactants are ClC(Cl)(Cl)Cl, COC(=O)CC(=O)c1ccc(OC)cc1, O=S(=O)(Cl)Cl. Reaction SMILES: [Cl:21][C:22]([Cl:23])([Cl:24])[Cl:25].[O:1]=[C:2]([CH2:3][C:4](=[O:5])[O:6][CH3:7])[c:8]1[cH:9][cH:10][c:11]([O:14][CH3:15])[cH:12][cH:13]1.[S:16]([Cl:17])(=[O:18])([Cl:19])=[O:20]>>[O:1]=[C:2]([CH:3]([C:4](=[O:5])[O:6][CH3:7])[Cl:19])[c:8]1[cH:9][cH:10][c:11]([O:14][CH3:15])[cH:12][cH:13]1. Reactants: NCCSCC1=NSC(=N1)NC(=N)N (3-[(2-aminoethyl)thiomethyl]-5-guanidino-1,2,4-thiadiazole), CN=C=S (methyl isothiocyanate). The solvent is C(C)O (ethanol). Product: CNC(NCCSCC1=NSC(=N1)NC(=N)N)=S (3-[2-(3-methylthioureido)ethylthiomethyl]-5-guanidino-1,2,4-thiadiazole). RXN SMILES: [NH2:1][CH2:2][CH2:3][S:4][CH2:5][C:6]1[N:10]=[C:9]([NH:11][C:12]([NH2:14])=[NH:13])[S:8][N:7]=1.[CH3:15][N:16]=[C:17]=[S:18]>C(O)C>[CH3:15][NH:16][C:17](=[S:18])[NH:1][CH2:2][CH2:3][S:4][CH2:5][C:6]1[N:10]=[C:9]([NH:11][C:12]([NH2:14])=[NH:13])[S:8][N:7]=1. Procedure: A solution of 3-[(2-aminoethyl)thiomethyl]-5-guanidino-1,2,4-thiadiazole (0.914 g.) in ethanol (10 ml.) was heated under reflux with methyl isothiocyanate (0.288 g.) for 20 minutes and the resulting solution was chromatographed on nine preparative Merck 60 F-254 silica plates (30 cm.×30 cm.) developed with toluene/ethanol/ethyl acetate/ammonia (s.g. 0.88) 60:40:20:10 v/v/v/v. The bands with an Rf value of 0.6 were scraped off, extracted with ethanol and the extracts evaporated to a gum which cry...